Dataset: the Open Reaction Database (ORD), a public repository of structured organic reaction records. Task: describe an organic reaction: reactants, conditions, products, and yield Reactants: CCNc1cc(-c2ccoc2)ccc1C, COC(=O)c1cc(Cl)ccc1NC(=O)CSCC(=O)O. Product: CCN(C(=O)CSCC(=O)Nc1ccc(Cl)cc1C(=O)OC)c1cc(-c2ccoc2)ccc1C. RXN SMILES: [CH2:1]([CH3:2])[NH:3][c:4]1[c:5]([CH3:15])[cH:6][cH:7][c:8](-[c:10]2[cH:11][o:12][cH:13][cH:14]2)[cH:9]1.[Cl:16][c:17]1[cH:18][c:19]([C:32](=[O:33])[O:34][CH3:35])[c:20]([NH:23][C:24]([CH2:25][S:26][CH2:27][C:28](=[O:29])[OH:30])=[O:31])[cH:21][cH:22]1>>[CH2:1]([CH3:2])[N:3]([c:4]1[c:5]([CH3:15])[cH:6][cH:7][c:8](-[c:10]2[cH:11][o:12][cH:13][cH:14]2)[cH:9]1)[C:28]([CH2:27][S:26][CH2:25][C:24]([NH:23][c:20]1[c:19]([C:32](=[O:33])[O:34][CH3:35])[cH:18][c:17]([Cl:16])[cH:22][cH:21]1)=[O:31])=[O:30]. Starting materials: CSC (dimethylsulfide), S1C2=C(C=C1CC=1C=C(C3=CC=CC=C3C1)[C@@H]1O[C@@H]([C@@H]([C@@H]([C@@H]1OCC1=CC=CC=C1)OCC1=CC=CC=C1)OCC1=CC=CC=C1)COCC1=CC=CC=C1)C=CC=C2 ((2S,3R,4R,5S,6R)-2-[3-(benzo[b]thiophen-2-ylmethyl)naphthalen-1-yl]-3,4,5-trisbenzyloxy-6-benzyloxymethyltetrahydropyran), O (Water). Run in C(Cl)Cl (methylene chloride). Conditions: time 3 day. Product: S1C2=C(C=C1CC=1C=C(C3=CC=CC=C3C1)[C@@H]1O[C@@H]([C@H]([C@@H]([C@H]1O)O)O)CO)C=CC=C2 ((2S,3R,4R,5S,6R)-2-[3-(Benzo[b]thiophen-2-ylmethyl)naphthalen-1-yl]-6-hydroxymethyltetrahydro-pyran-3,4,5-triol). The yield is 58.1%. RXN SMILES: CSC.[S:4]1[C:8]([CH2:9][C:10]2[CH:11]=[C:12]([C@H:20]3[C@@H:25]([O:26]CC4C=CC=CC=4)[C@@H:24]([O:34]CC4C=CC=CC=4)[C@@H:23]([O:42]CC4C=CC=CC=4)[C@@H:22]([CH2:50][O:51]CC4C=CC=CC=4)[O:21]3)[C:13]3[C:18]([CH:19]=2)=[CH:17][CH:16]=[CH:15][CH:14]=3)=[CH:7][C:6]2[CH:59]=[CH:60][CH:61]=[CH:62][C:5]1=2.O>C(Cl)Cl>[S:4]1[C:8]([CH2:9][C:10]2[CH:11]=[C:12]([C@H:20]3[C@H:25]([OH:26])[C@@H:24]([OH:34])[C@H:23]([OH:42])[C@@H:22]([CH2:50][OH:51])[O:21]3)[C:13]3[C:18]([CH:19]=2)=[CH:17][CH:16]=[CH:15][CH:14]=3)=[CH:7][C:6]2[CH:59]=[CH:60][CH:61]=[CH:62][C:5]1=2. Reported procedure: In a nitrogen stream, dimethylsulfide (3.5 ml) and boron trifluoride-diethyl ether complex (1.75 ml, 13.8 mmol) were added dropwise to an solution of (2S,3R,4R,5S,6R)-2-[3-(benzo[b]thiophen-2-ylmethyl)naphthalen-1-yl]-3,4,5-trisbenzyloxy-6-benzyloxymethyltetrahydropyran (1.1 g, 1.38 mmol) in anhydrous methylene chloride (30 ml) at 0° C. and the reaction mixture was stirred at room temperature for three days. Water (10 ml) was added thereto and the resulting mixture was then extracted with methyl... Starting materials: C(C=C)OCC1=CC=C(C=C1)C(C)(C)C (p-tert-butylbenzyl allyl ether). The reagents and catalysts are [Ru] (ruthenium). Conditions: temperature 180 celsius, time 1 hour. Yields the product C(=CC)OCC1=CC=C(C=C1)C(C)(C)C (p-tert-butylbenzyl propenyl ether). The yield is 80.0%. Reaction SMILES: [CH2:1]([O:4][CH2:5][C:6]1[CH:11]=[CH:10][C:9]([C:12]([CH3:15])([CH3:14])[CH3:13])=[CH:8][CH:7]=1)[CH:2]=[CH2:3]>[Ru]>[CH:1]([O:4][CH2:5][C:6]1[CH:7]=[CH:8][C:9]([C:12]([CH3:13])([CH3:15])[CH3:14])=[CH:10][CH:11]=1)=[CH:2][CH3:3]. Procedure details: 204 g (1.0 mol) of p-tert-butylbenzyl allyl ether are treated with 2.04 g of ruthenium on aluminium oxide (5%) and stirred under a nitrogen atmosphere for 1 hour at a bath temperature of 180° C. After filtering off the catalyst the remainder is distilled in a high vacuum. There are obtained 163.4 g of p-tert-butylbenzyl propenyl ether as a mixture of the Z- and the E-isomers (80.1% of theory based on p-tert-butylbenzyl chloride). Product: N1C=CC2=CC(=CC=C12)NC=1C2=C(N=CN1)C=C(S2)C2=CC=C(CNC(CO)C)C=C2 (2-{4-[4-(1H-indol-5-ylamino)-thieno[3,2-d]pyrimidin-6-yl]-benzylamino}-propan-1-ol). The reactants are NC(CO)C (2-amino-propan-1-ol), N1C=CC2=CC(=CC=C12)NC=1C2=C(N=CN1)C=C(S2)C2=CC=C(C=O)C=C2 (4-[4-(1H-indol-5-ylamino)-thieno[3,2-d]pyrimidin-6-yl]-benzaldehyde). Reaction SMILES: [NH2:1][CH:2]([CH3:5])[CH2:3][OH:4].[NH:6]1[C:14]2[C:9](=[CH:10][C:11]([NH:15][C:16]3[C:17]4[S:24][C:23]([C:25]5[CH:32]=[CH:31][C:28]([CH:29]=O)=[CH:27][CH:26]=5)=[CH:22][C:18]=4[N:19]=[CH:20][N:21]=3)=[CH:12][CH:13]=2)[CH:8]=[CH:7]1>>[NH:6]1[C:14]2[C:9](=[CH:10][C:11]([NH:15][C:16]3[C:17]4[S:24][C:23]([C:25]5[CH:32]=[CH:31][C:28]([CH2:29][NH:1][CH:2]([CH3:5])[CH2:3][OH:4])=[CH:27][CH:26]=5)=[CH:22][C:18]=4[N:19]=[CH:20][N:21]=3)=[CH:12][CH:13]=2)[CH:8]=[CH:7]1. Procedure details: The title compound was prepared from 2-amino-propan-1-ol and 4-[4-(1H-indol-5-ylamino)-thieno[3,2-d]pyrimidin-6-yl]-benzaldehyde by a procedure analogous to example 17. M.P. 160-175° C.; LC-MS: 444 (MH+); HPLC RT: 3.90 minutes. Reactants: [N+](=O)([O-])C1=C(C=C(C=C1)N)N (4-nitro-benzene-1,3-diamine), C(=O)(O)[O-].[Na+] (NaHCO3), ClC(=O)OCC (ethyl chloroformate), O (water). Solvent: ClCCl (dichloromethane), C(C)#N (acetonitrile). Run at temperature 75 celsius, time 8 hour. Product: C(C)OC(NC1=CC(=C(C=C1)[N+](=O)[O-])N)=O ((3-amino-4-nitro-phenyl)-carbamic acid ethyl ester). Reaction SMILES: [N+:1]([C:4]1[CH:9]=[CH:8][C:7]([NH2:10])=[CH:6][C:5]=1[NH2:11])([O-:3])=[O:2].C([O-])(O)=O.[Na+].Cl[C:18]([O:20][CH2:21][CH3:22])=[O:19].O>C(#N)C.ClCCl>[CH2:21]([O:20][C:18](=[O:19])[NH:10][C:7]1[CH:8]=[CH:9][C:4]([N+:1]([O-:3])=[O:2])=[C:5]([NH2:11])[CH:6]=1)[CH3:22] |f:1.2|. Procedure details: To a solution of 4-nitro-benzene-1,3-diamine (1.6 g) in acetonitrile (20 mL) was added NaHCO3 (1 g) and ethyl chloroformate (1.0 mL). The mixture was heated at 75° C. with stirring overnight. Cooled to ambient temperature, the mixture was diluted by water and extracted twice with ethyl acetate. Combined organics were dried over Na2SO4, filtered, and concentrated to give crude yellow solid. Trituration from dichloromethane afforded (3-amino-4-nitro-phenyl)-carbamic acid ethyl ester: 1H NMR (400 M... Reactants: COc1ccc([N+](=O)[O-])nc1Br, CCO, [Na+], O=C([O-])O, O. The product is COc1ccc(N)nc1Br. As a reaction SMILES: [Br:1][c:2]1[n:3][c:4]([N+:10]([O-:11])=[O:12])[cH:5][cH:6][c:7]1[O:8][CH3:9].[CH3:19][CH2:20][OH:21].[Na+:18].[O-:14][C:15]([OH:16])=[O:17].[OH2:13]>>[Br:1][c:2]1[n:3][c:4]([NH2:10])[cH:5][cH:6][c:7]1[O:8][CH3:9]. Product: C(C)N(CC)CC1=CC(=NC(=N1)C(F)(F)F)C(=O)O (6-[(diethylamino)methyl]-2-(trifluoromethyl)pyrimidine-4-carboxylic acid). Solvent: O1CCCC1 (tetrahydrofuran), O (water), C(Cl)Cl (methylene chloride). As a reaction SMILES: Br[CH2:2][C:3]1[N:8]=[C:7]([C:9]([F:12])([F:11])[F:10])[N:6]=[C:5]([C:13]([O:15]CC)=[O:14])[CH:4]=1.[CH2:18]([NH:20][CH2:21][CH3:22])[CH3:19].O.[OH-].[Li+]>C(Cl)Cl.O1CCCC1.O>[CH2:18]([N:20]([CH2:2][C:3]1[N:8]=[C:7]([C:9]([F:10])([F:11])[F:12])[N:6]=[C:5]([C:13]([OH:15])=[O:14])[CH:4]=1)[CH2:21][CH3:22])[CH3:19] |f:2.3.4|. Reactants: O.[OH-].[Li+] (lithium hydroxide monohydrate), BrCC1=CC(=NC(=N1)C(F)(F)F)C(=O)OCC (ethyl 6-(bromomethyl)-2-(trifluoromethyl)pyrimidine-4-carboxylate), C(C)NCC (N-ethylethanamine), HCl. Procedure details: To a solution of ethyl 6-(bromomethyl)-2-(trifluoromethyl)pyrimidine-4-carboxylate (0.15 g, 0.32 mmol, prepared as in Example 5, Step A) in methylene chloride (3.0 mL) was added N-ethylethanamine (0.13 mL, 1.3 mmol). After 30 minutes, the solvent was removed in vacuo. The ester was hydrolyzed by stirring with lithium hydroxide monohydrate (0.12 g, 3.0 mmol) in a mixture of tetrahydrofuran (5 mL) and water (2 mL). After 1 hour, 1N HCl was added dropwise to neutralize. Purification via preparative... Conditions: time 30 minute. Starting materials: O=C(O)c1ccncc1F, Nc1cc(C(F)(F)F)ccc1O, c1ccncc1. Yields the product O=C(Nc1cc(C(F)(F)F)ccc1O)c1ccncc1F. RXN SMILES: [F:1][c:2]1[c:3]([C:4](=[O:5])[OH:6])[cH:7][cH:8][n:9][cH:10]1.[NH2:11][c:12]1[c:13]([OH:22])[cH:14][cH:15][c:16]([C:18]([F:19])([F:20])[F:21])[cH:17]1.[cH:23]1[cH:24][cH:25][n:26][cH:27][cH:28]1>>[F:1][c:2]1[c:3]([C:4](=[O:6])[NH:11][c:12]2[c:13]([OH:22])[cH:14][cH:15][c:16]([C:18]([F:19])([F:20])[F:21])[cH:17]2)[cH:7][cH:8][n:9][cH:10]1. The reactants are OC1CCCC2CCCN(C12)C ((±)-8-hydroxy-1-methyl decahydroquinoline), [OH-].[Na+] (sodium hydroxide). The reagents and catalysts are [O-2].[O-2].[O-2].[Cr+6] (chromium trioxide). Solvent: S(O)(O)(=O)=O (sulphuric acid), S(O)(O)(=O)=O (sulphuric acid). Reaction conditions: time 72 hour. The product is CN1CCC[C@@H]2CCCC([C@@H]12)=O ((±)-1-methyl-trans-decahydro-8-quinolinone). The yield is 36.0%. As a reaction SMILES: [OH:1][CH:2]1[CH:11]2[CH:6]([CH2:7][CH2:8][CH2:9][N:10]2[CH3:12])[CH2:5][CH2:4][CH2:3]1.[OH-].[Na+]>S(=O)(=O)(O)O.[O-2].[O-2].[O-2].[Cr+6]>[CH3:12][N:10]1[C@H:11]2[C@@H:6]([CH2:5][CH2:4][CH2:3][C:2]2=[O:1])[CH2:7][CH2:8][CH2:9]1 |f:1.2,4.5.6.7|. Reported procedure: To (±)-8-hydroxy-1-methyl decahydroquinoline (D.14)3 (24.3 g), dissolved in 7M aqueous sulphuric acid (140 ml), at 0°, was added chromium trioxide (15.2 g), dissolved in 7M aqueous sulphuric acid (270 ml) over a period of 1/2 h, with stirring. After stirring for an additional 1 hr at room temperature, the solution was made basic with 40% sodium hydroxide solution, and the aqueous phase was extracted with chloroform (3×600 ml). The combined organic extracts were dried (K2CO3) and evaporated under...